This data is from the Open Reaction Database (ORD), a public repository of structured organic reaction records. The task is: describe an organic reaction: reactants, conditions, products, and yield The reactants are C(C)(C)(C)OC(=O)N1CCC(CC1)CN (4-Aminomethyl-piperidine-1-carboxylic acid tert-butyl ester), C(=O)([O-])[O-].[K+].[K+] (K2CO3), ClC(=O)OCC1=CC=CC=C1 (benzyl chloroformate). Solvent: C(C)(=O)OCC (ethyl acetate). Reaction conditions: time 3 hour. Product: C(C)(C)(C)OC(=O)N1CCC(CC1)CNC(=O)OCC1=CC=CC=C1 (4-(Benzyloxycarbonylamino-methyl)-piperidine-1-carboxylic acid tert-butyl ester). As a reaction SMILES: [C:1]([O:5][C:6]([N:8]1[CH2:13][CH2:12][CH:11]([CH2:14][NH2:15])[CH2:10][CH2:9]1)=[O:7])([CH3:4])([CH3:3])[CH3:2].C([O-])([O-])=O.[K+].[K+].Cl[C:23]([O:25][CH2:26][C:27]1[CH:32]=[CH:31][CH:30]=[CH:29][CH:28]=1)=[O:24]>C(OCC)(=O)C>[C:1]([O:5][C:6]([N:8]1[CH2:13][CH2:12][CH:11]([CH2:14][NH:15][C:23]([O:25][CH2:26][C:27]2[CH:32]=[CH:31][CH:30]=[CH:29][CH:28]=2)=[O:24])[CH2:10][CH2:9]1)=[O:7])([CH3:4])([CH3:3])[CH3:2] |f:1.2.3|. Procedure details: To a solution of 2 (2.4 g, 11.8 mmol) in 60 ml of ethyl acetate was added 60 ml of saturated K2CO3. To this biphasic solution was added benzyl chloroformate (2.03 ml, 14.23 mmol) dropwise. After stirring at room temperature for 3 hours the layers were separated and the organic layer dried over MgSO4, filtered, and the solvents removed in vacuo. The crude product was purified by chromatography on silica gel (3:1 hexane:ethyl acetate) to give the title compound. Starting materials: ClC=1C=CC(=C2N3C(=NC21)N(CCC3)C3=C(C=C(C=C3)Cl)Cl)C=O (9-chloro-1-(2,4-dichlorophenyl)-1,2,3,4-tetrahydropyrimido[1,2-a]benzimidazole-6-carbaldehyde), C(C)(C)[Mg]Cl (i-propylmagnesium chloride), C(C)(C)[Mg]Cl (i-propylmagnesium chloride). The solvent is O1CCCC1 (tetrahydrofuran). Run at temperature 0 celsius, time 2 hour. The product is ClC1=CC=C(C=2N3C(=NC21)N(CCC3)C3=C(C=C(C=C3)Cl)Cl)C(C(C)C)O (1-[9-Chloro-1-(2,4-dichlorophenyl)-1,2,3,4-tetrahydropyrimido[1,2-a]benzimidazol-6-yl]-2-methylpropan-1-ol). Yield: 47.2%. Reaction SMILES: [Cl:1][C:2]1[CH:3]=[CH:4][C:5]([CH:23]=[O:24])=[C:6]2[C:10]=1[N:9]=[C:8]1[N:11]([C:15]3[CH:20]=[CH:19][C:18]([Cl:21])=[CH:17][C:16]=3[Cl:22])[CH2:12][CH2:13][CH2:14][N:7]21.[CH:25]([Mg]Cl)([CH3:27])[CH3:26]>O1CCCC1>[Cl:1][C:2]1[C:10]2[N:9]=[C:8]3[N:11]([C:15]4[CH:20]=[CH:19][C:18]([Cl:21])=[CH:17][C:16]=4[Cl:22])[CH2:12][CH2:13][CH2:14][N:7]3[C:6]=2[C:5]([CH:23]([OH:24])[CH:25]([CH3:27])[CH3:26])=[CH:4][CH:3]=1. Procedure details: To a solution of 9-chloro-1-(2,4-dichlorophenyl)-1,2,3,4-tetrahydropyrimido[1,2-a]benzimidazole-6-carbaldehyde (150.0 mg, 0.394 mmol) in tetrahydrofuran (3.0 mL) was added i-propylmagnesium chloride (1.0 M solution in tetrahydrofuran, 0.59 mL, 0.591 mmol). The reaction mixture was stirred at 0° C. for 2 hrs. To the mixture was added i-propylmagnesium chloride (1.0 M solution in tetrahydrofuran, 0.59 mL, 0.591 mmol). The mixture was stirred at 0° C. for 1 hr. After cooling, the mixture was quench... The reactants are OCCN1C(=NC(C1)C1=CC=CC=C1)C (1-(2-Hydroxyethyl)-2-methyl-4-phenyl-2-imidazoline), [OH-].[K+] (potassium hydroxide). Run in C(C)O (ethanol), O (water). Product: NC(CNCCO)C1=CC=CC=C1 (N-(2-Amino-2-phenylethyl)-2-hydroxyethylamine). RXN SMILES: [OH:1][CH2:2][CH2:3][N:4]1[CH2:8][CH:7]([C:9]2[CH:14]=[CH:13][CH:12]=[CH:11][CH:10]=2)[N:6]=C1C.[OH-].[K+]>C(O)C.O>[NH2:6][CH:7]([C:9]1[CH:14]=[CH:13][CH:12]=[CH:11][CH:10]=1)[CH2:8][NH:4][CH2:3][CH2:2][OH:1] |f:1.2|. Procedure: The hydroxyethylmethylphenylimidazoline produced in Example II in the amount of 30 g and 60 g potassium hydroxide, in 150 ml ethanol and 40 ml water, are refluxed for 24 hours. The solution is then concentrated by removal of the ethanol, and the residue is taken up in 50 ml of water.